Dataset: the Open Reaction Database (ORD), a public repository of structured organic reaction records. Task: describe an organic reaction: reactants, conditions, products, and yield Starting materials: CC(=O)OCC(=O)N1C2CCC1CC(c1nsc(Nc3ncc(Sc4ccccn4)cc3Oc3cccnc3C)n1)C2, CCO, Cl, [K+], [K+], O=C([O-])[O-]. The product is Cl, Cc1ncccc1Oc1cc(Sc2ccccn2)cnc1Nc1nc(C2CC3CCC(C2)N3C(=O)CO)ns1. As a reaction SMILES: [C:1](=[O:2])([CH3:3])[O:4][CH2:5][C:6](=[O:7])[N:8]1[CH:9]2[CH2:10][CH:11]([c:16]3[n:17][s:18][c:19]([NH:21][c:22]4[n:23][cH:24][c:25]([S:36][c:37]5[n:38][cH:39][cH:40][cH:41][cH:42]5)[cH:26][c:27]4[O:28][c:29]4[c:30]([CH3:35])[n:31][cH:32][cH:33][cH:34]4)[n:20]3)[CH2:12][CH:13]1[CH2:14][CH2:15]2.[CH3:50][CH2:51][OH:52].[ClH:49].[K+:43].[K+:44].[O-:45][C:46]([O-:47])=[O:48]>>[ClH:49].[OH:4][CH2:5][C:6](=[O:7])[N:8]1[CH:9]2[CH2:10][CH:11]([c:16]3[n:17][s:18][c:19]([NH:21][c:22]4[n:23][cH:24][c:25]([S:36][c:37]5[n:38][cH:39][cH:40][cH:41][cH:42]5)[cH:26][c:27]4[O:28][c:29]4[c:30]([CH3:35])[n:31][cH:32][cH:33][cH:34]4)[n:20]3)[CH2:12][CH:13]1[CH2:14][CH2:15]2. Starting materials: Brc1ccccc1, O=C([O-])[O-], ClCCl, [Cs+], [Cs+], C1COCCO1, O=C1NCCC1O. The product is O=C1C(O)CCN1c1ccccc1. Reaction SMILES: [Br:14][c:15]1[cH:16][cH:17][cH:18][cH:19][cH:20]1.[C:8](=[O:9])([O-:10])[O-:11].[Cl:27][CH2:28][Cl:29].[Cs+:12].[Cs+:13].[O:21]1[CH2:22][CH2:23][O:24][CH2:25][CH2:26]1.[OH:1][CH:2]1[C:3](=[O:7])[NH:4][CH2:5][CH2:6]1>>[OH:1][CH:2]1[C:3](=[O:7])[N:4]([c:15]2[cH:16][cH:17][cH:18][cH:19][cH:20]2)[CH2:5][CH2:6]1. Reactants: [OH-].[Na+] (NaOH), CNC (dimethylamine), C=O (formalin), C=1N=CN2C1C=CC=C2 (imidazo[1,5-a]pyridine). The solvent is C(C)(=O)O (acetic acid). Conditions: time 48 hour. Product: CN(C)CC1=NC=C2N1C=CC=C2 (3-Dimethylaminomethyl-imidazo[1,5-a]pyridine). Yield: 20.4%. As a reaction SMILES: [CH3:1][NH:2][CH3:3].[CH2:4]=O.[CH:6]1[N:7]=[CH:8][N:9]2[CH:14]=[CH:13][CH:12]=[CH:11][C:10]=12.[OH-].[Na+]>C(O)(=O)C>[CH3:1][N:2]([CH2:4][C:8]1[N:9]2[CH:14]=[CH:13][CH:12]=[CH:11][C:10]2=[CH:6][N:7]=1)[CH3:3] |f:3.4|. Procedure: A mixture of 40% aqueous dimethylamine (10.2 g), formalin (7.4 g), and glacial acetic acid, cooled to 0° to 5° C., was given to imidazo[1,5-a]pyridine [J. Chem. Soc., 1955, 2834](10.0 g, 84 mmol). The resulting dark mixture was left stirring for 48 hours at room temperature,then was made basic with 2N NaOH and extracted with CH2Cl2. The combined extracts (2×100 mL) were dried (Na2SO4) and evaporated. The residue was purified by chromatography over silica gel using MeOH/CH2Cl2 2:98 as eluant to g... The reactants are CCCCCC, CC(C)N=C=O, Nc1ccc(Cl)cc1C(=O)c1ccccc1. Product: CC(C)NC(=O)Nc1ccc(Cl)cc1C(=O)c1ccccc1. Reaction SMILES: [CH3:23][CH2:24][CH2:25][CH2:26][CH2:27][CH3:28].[CH:17]([CH3:18])([CH3:19])[N:20]=[C:21]=[O:22].[NH2:1][c:2]1[c:3]([C:4](=[O:5])[c:6]2[cH:7][cH:8][cH:9][cH:10][cH:11]2)[cH:12][c:13]([Cl:16])[cH:14][cH:15]1>>[NH:1]([c:2]1[c:3]([C:4](=[O:5])[c:6]2[cH:7][cH:8][cH:9][cH:10][cH:11]2)[cH:12][c:13]([Cl:16])[cH:14][cH:15]1)[C:21]([NH:20][CH:17]([CH3:18])[CH3:19])=[O:22]. Yields the product CCOC(=O)Cc1ccc(OC)c(-c2ccc(C(F)(F)F)cc2CBr)c1. Reactants: CCOC(=O)Cc1ccc(OC)c(-c2ccc(C(F)(F)F)cc2CO)c1, COCCOC, BrP(Br)Br. RXN SMILES: [CH2:1]([CH3:2])[O:3][C:4]([CH2:5][c:6]1[cH:7][c:8](-[c:14]2[c:15]([CH2:24][OH:25])[cH:16][c:17]([C:20]([F:21])([F:22])[F:23])[cH:18][cH:19]2)[c:9]([O:12][CH3:13])[cH:10][cH:11]1)=[O:26].[CH3:31][O:32][CH2:33][CH2:34][O:35][CH3:36].[P:27]([Br:28])([Br:29])[Br:30]>>[CH2:1]([CH3:2])[O:3][C:4]([CH2:5][c:6]1[cH:7][c:8](-[c:14]2[c:15]([CH2:24][Br:28])[cH:16][c:17]([C:20]([F:21])([F:22])[F:23])[cH:18][cH:19]2)[c:9]([O:12][CH3:13])[cH:10][cH:11]1)=[O:26]. Starting materials: CC1(COC(OC1)C(C)[C@H]1CC[C@H]2C3=CC=C4C[C@H](C[C@@H]([C@]4(C)[C@H]3CC[C@]12C)OCOC)O[Si](C)(C)C(C)(C)C)C (20-(5,5-dimethyl-1,3-dioxan-2-yl)-3β-(tert-butyldimethylsilyl)oxy-1α-(methoxymethyl)oxypregna-5,7-diene), C(C)(=O)O (acetic acid). The solvent is O1CCCC1 (tetrahydrofuran). Product: [Si](C)(C)(C(C)(C)C)O[C@@H]1CC2=CC=C3[C@@H]4CC[C@H](C(C)C=O)[C@]4(CC[C@@H]3[C@]2([C@H](C1)OCOC)C)C (3β-(tert-butyldimethylsilyl)oxy-1α-(methoxymethyl)oxypregna-5,7-diene-20-carbaldehyde). Reaction SMILES: C(O)(=O)C.CC1(C)CO[CH:9]([CH:12]([C@@H:14]2[C@:31]3([CH3:32])[C@H:17]([C:18]4[C@H:28]([CH2:29][CH2:30]3)[C@:26]3([CH3:27])[C:21]([CH2:22][C@@H:23]([O:37][Si:38]([C:41]([CH3:44])([CH3:43])[CH3:42])([CH3:40])[CH3:39])[CH2:24][C@@H:25]3[O:33][CH2:34][O:35][CH3:36])=[CH:20][CH:19]=4)[CH2:16][CH2:15]2)[CH3:13])[O:8]C1>O1CCCC1>[Si:38]([O:37][C@H:23]1[CH2:24][C@H:25]([O:33][CH2:34][O:35][CH3:36])[C@@:26]2([CH3:27])[C:21](=[CH:20][CH:19]=[C:18]3[C@@H:28]2[CH2:29][CH2:30][C@@:31]2([CH3:32])[C@H:17]3[CH2:16][CH2:15][C@@H:14]2[CH:12]([CH:9]=[O:8])[CH3:13])[CH2:22]1)([C:41]([CH3:44])([CH3:43])[CH3:42])([CH3:39])[CH3:40]. Procedure: In 5 ml of tetrahydrofuran was dissolved 20-(5,5-dimethyl-1,3-dioxan-2-yl)-3β-(tert-butyldimethylsilyl)oxy-1α-(methoxymethyl)oxypregna-5,7-diene, followed by addition of 5 ml of 80% acetic acid. The mixture was refluxed in an atmosphere of argon gas for 12 hours. The reaction mixture was then worked up in the same manner as Example 156 to give 50 mg of 3β-(tert-butyldimethylsilyl)oxy-1α-(methoxymethyl)oxypregna-5,7-diene-20-carbaldehyde showing the following physical properties.